describe an organic reaction: reactants, conditions, products, and yield From a dataset of the Open Reaction Database (ORD), a public repository of structured organic reaction records. The reactants are CC=1C=C(C(=O)C2=CNC=3C=C4C(=CC3C2=O)OCCO4)C=CC1C (8-(3,4-dimethyl-benzoyl)-2,3-dihydro-6H-[1,4]dioxino[2,3-g]quinolin-9-one), white solid, [H-].[Na+] (sodium hydride), Br.BrCC=1C=NC=CC1 (3-bromomethylpyridine hydrobromide). The solvent is CN(C=O)C (N,N-dimethylformamide). Yields the product CC=1C=C(C(=O)C2=CN(C=3C=C4C(=CC3C2=O)OCCO4)CC=4C=NC=CC4)C=CC1C (8-(3,4-Dimethyl-benzoyl)-6-pyridin-3-ylmethyl-2,3-dihydro-6H-[1,4]dioxino[2,3-g]quinolin-9-one). Reaction SMILES: [CH3:1][C:2]1[CH:3]=[C:4]([CH:22]=[CH:23][C:24]=1[CH3:25])[C:5]([C:7]1[C:16](=[O:17])[C:15]2[CH:14]=[C:13]3[O:18][CH2:19][CH2:20][O:21][C:12]3=[CH:11][C:10]=2[NH:9][CH:8]=1)=[O:6].[H-].[Na+].Br.Br[CH2:30][C:31]1[CH:32]=[N:33][CH:34]=[CH:35][CH:36]=1>CN(C)C=O>[CH3:1][C:2]1[CH:3]=[C:4]([CH:22]=[CH:23][C:24]=1[CH3:25])[C:5]([C:7]1[C:16](=[O:17])[C:15]2[CH:14]=[C:13]3[O:18][CH2:19][CH2:20][O:21][C:12]3=[CH:11][C:10]=2[N:9]([CH2:30][C:31]2[CH:32]=[N:33][CH:34]=[CH:35][CH:36]=2)[CH:8]=1)=[O:6] |f:1.2,3.4|. Procedure details: Experimental conditions analogous to those described for Step 3 of Example 1, from 58 mg (0.17 mmol) of 8-(3,4-dimethyl-benzoyl)-2,3-dihydro-6H-[1,4]dioxino[2,3-g]quinolin-9-one, 18 mg of 60% sodium hydride, 57 mg of 3-bromomethylpyridine hydrobromide and 1.2 mL of N,N-dimethylformamide. Yield: 55 mg of a white solid: LC-MSD, m/z for C26H22N2O4 [M+H]+=427.5; HPLC retention time: 1.6 min.